This data is from the Open Reaction Database (ORD), a public repository of structured organic reaction records. The task is: describe an organic reaction: reactants, conditions, products, and yield Reactants: BrC=1C=C(C=CC1)N1C2=C(C=3C=C(C=CC13)C)CN(CC2)C (5-(3-bromophenyl)-2,8-dimethyl-2,3,4,5-tetrahydro-1H-pyrido[4,3-b]indole), CC1=CC=C(S1)B1OC(C)(C)C(C)(C)O1 (5-methylthiophene-2-boronic acid pinacol ester), C(=O)([O-])[O-].[K+].[K+] (K2CO3). The reagents and catalysts are C=1C=CC(=CC1)[P](C=2C=CC=CC2)(C=3C=CC=CC3)[Pd]([P](C=4C=CC=CC4)(C=5C=CC=CC5)C=6C=CC=CC6)([P](C=7C=CC=CC7)(C=8C=CC=CC8)C=9C=CC=CC9)[P](C=1C=CC=CC1)(C=1C=CC=CC1)C=1C=CC=CC1 (Pd(PPh3)4). Run in COCCOC.O (DME water), CCOC(=O)C (EtOAc). Conditions: temperature 90 celsius, time 45 minute. Product: CN1CC2=C(N(C=3C=CC(=CC23)C)C2=CC(=CC=C2)C=2SC(=CC2)C)CC1 (2,8-dimethyl-5-(3-(5-methylthiophen-2-yl)phenyl)-2,3,4,5-tetrahydro-1H-pyrido[4,3-b]indole). RXN SMILES: Br[C:2]1[CH:3]=[C:4]([N:8]2[C:16]3[CH:15]=[CH:14][C:13]([CH3:17])=[CH:12][C:11]=3[C:10]3[CH2:18][N:19]([CH3:22])[CH2:20][CH2:21][C:9]2=3)[CH:5]=[CH:6][CH:7]=1.[CH3:23][C:24]1[S:28][C:27](B2OC(C)(C)C(C)(C)O2)=[CH:26][CH:25]=1.C([O-])([O-])=O.[K+].[K+]>COCCOC.O.CCOC(C)=O.C1C=CC([P]([Pd]([P](C2C=CC=CC=2)(C2C=CC=CC=2)C2C=CC=CC=2)([P](C2C=CC=CC=2)(C2C=CC=CC=2)C2C=CC=CC=2)[P](C2C=CC=CC=2)(C2C=CC=CC=2)C2C=CC=CC=2)(C2C=CC=CC=2)C2C=CC=CC=2)=CC=1>[CH3:22][N:19]1[CH2:20][CH2:21][C:9]2[N:8]([C:4]3[CH:3]=[CH:2][CH:7]=[C:6]([C:27]4[S:28][C:24]([CH3:23])=[CH:25][CH:26]=4)[CH:5]=3)[C:16]3[CH:15]=[CH:14][C:13]([CH3:17])=[CH:12][C:11]=3[C:10]=2[CH2:18]1 |f:2.3.4,5.6,^1:60,62,81,100|. Procedure: To a de-aerated solution of 5-(3-bromophenyl)-2,8-dimethyl-2,3,4,5-tetrahydro-1H-pyrido[4,3-b]indole (100 mg, 0.281 mmol), 5-methylthiophene-2-boronic acid pinacol ester (175 mg, 0.784 mmol) and K2CO3 (162 mg, 1.1 mmol) in DME-water (2:1) was added Pd(PPh3)4 (22 mg, 0.019 mmol). The reaction mixture was stirred at 90° C. for 45 min. The reaction mixture was concentrated under reduced pressure. The residue obtained was dissolved in EtOAc (50 mL) and washed with water (20 mL). The organic layer wa...